describe an organic reaction: reactants, conditions, products, and yield From a dataset of the Open Reaction Database (ORD), a public repository of structured organic reaction records. The reactants are [OH-].[Na+] (sodium hydroxide), O1[C@H](CCC1)CN1C(C2(C3=CC=CC=C13)C1=C(OC2)C=C2OCC(C2=C1)=O)=O (1′-[(2R)-tetrahydrofuran-2-ylmethyl]spiro[benzo[1,2-b:5,4-b′]difuran-3,3′-indole]-2′,5(1′H,6H)-dione), Cl.NO (hydroxylamine hydrochloride), C(C)(=O)[O-].[Na+] (sodium acetate). The solvent is CO (methanol), O1CCCC1 (tetrahydrofuran). Conditions: time 48 hour. Product: O1[C@H](CCC1)CN1C(C2(C3=CC=CC=C13)C1=C(OC2)C=C2OCC(C2=C1)=NO)=O (1′-[(2R)-tetrahydrofuran-2-ylmethyl]spiro[benzo[1,2-b:5,4-b′]difuran-3,3′-indole]-2′,5(1′H,6H)-dione 5-oxime). Yield: 96.5%. RXN SMILES: [O:1]1[CH2:5][CH2:4][CH2:3][C@@H:2]1[CH2:6][N:7]1[C:15]2[C:10](=[CH:11][CH:12]=[CH:13][CH:14]=2)[C:9]2([CH2:19][O:18][C:17]3[CH:20]=[C:21]4[C:25](=[CH:26][C:16]2=3)[C:24](=O)[CH2:23][O:22]4)[C:8]1=[O:28].Cl.[NH2:30][OH:31].C([O-])(=O)C.[Na+].[OH-].[Na+]>CO.O1CCCC1>[O:1]1[CH2:5][CH2:4][CH2:3][C@@H:2]1[CH2:6][N:7]1[C:15]2[C:10](=[CH:11][CH:12]=[CH:13][CH:14]=2)[C:9]2([CH2:19][O:18][C:17]3[CH:20]=[C:21]4[C:25](=[CH:26][C:16]2=3)[C:24](=[N:30][OH:31])[CH2:23][O:22]4)[C:8]1=[O:28] |f:1.2,3.4,5.6|. Procedure: To a solution of 1′-[(2R)-tetrahydrofuran-2-ylmethyl]spiro[benzo[1,2-b:5,4-b′]difuran-3,3′-indole]-2′,5(1′H,6H)-dione (0.25 g, 0.66 mmol) in methanol (10 mL) and tetrahydrofuran (10 mL) were added hydroxylamine hydrochloride (0.92 g, 13.3 mmol) and sodium acetate (1.09 g, 13.3 mmol). The reaction mixture was stirred for 48 h at ambient temperature. To the reaction mixture was added 1 N sodium hydroxide to adjust pH>9. The mixture was extracted with ethyl acetate (2×50 mL). The combined organic s... Reactants: OC1=C(C=C(C=C1)O)C(C)=O (2',5'-dihydroxyacetophenone), S1C(=CC=C1)C(=O)Cl (2-thiophenecarbonyl chloride), BrCCCCCCCl (1-bromo-6-chlorohexane), N1CCCCC1 (piperidine). Product: Cl.N1(CCCCC1)C=1C=CC2=C(C(C=C(O2)C=2SC=CC2)=O)C1 (6-Piperidinyl-2-(2-thienyl)-4H-1-benzopyran-4-one hydrochloride). As a reaction SMILES: [OH:1][C:2]1[CH:7]=[CH:6][C:5](O)=[CH:4][C:3]=1[C:9](=[O:11])[CH3:10].[S:12]1[CH:16]=[CH:15][CH:14]=[C:13]1[C:17]([Cl:19])=O.BrCCCCCCCl.[NH:28]1[CH2:33][CH2:32][CH2:31][CH2:30][CH2:29]1>>[ClH:19].[N:28]1([C:5]2[CH:6]=[CH:7][C:2]3[O:1][C:17]([C:13]4[S:12][CH:16]=[CH:15][CH:14]=4)=[CH:10][C:9](=[O:11])[C:3]=3[CH:4]=2)[CH2:33][CH2:32][CH2:31][CH2:30][CH2:29]1 |f:4.5|. Reported procedure: The compound was prepared by a method similar to Example 11 from 2',5'-dihydroxyacetophenone, 2-thiophenecarbonyl chloride, 1-bromo-6-chlorohexane, and piperidine: mp 184°-185° C. The reactants are S=C(c1ncc[nH]1)c1ncc[nH]1, CN(C)C=O, Nc1ccc(N2CCN(C3CCCC3)CC2)cc1. Product: S=C=Nc1ccc(N2CCN(C3CCCC3)CC2)cc1. As a reaction SMILES: [C:19](=[S:20])([c:21]1[nH:22][cH:23][cH:24][n:25]1)[c:26]1[nH:27][cH:28][cH:29][n:30]1.[CH3:31][N:32]([CH3:33])[CH:34]=[O:35].[CH:1]1([N:6]2[CH2:7][CH2:8][N:9]([c:12]3[cH:13][cH:14][c:15]([NH2:18])[cH:16][cH:17]3)[CH2:10][CH2:11]2)[CH2:2][CH2:3][CH2:4][CH2:5]1>>[CH:1]1([N:6]2[CH2:7][CH2:8][N:9]([c:12]3[cH:13][cH:14][c:15]([N:18]=[C:19]=[S:20])[cH:16][cH:17]3)[CH2:10][CH2:11]2)[CH2:2][CH2:3][CH2:4][CH2:5]1. Reactants: Brc1cccc2c1OCO2, O=C1Nc2ccc(I)cc2C1=O. The product is O=C1Nc2ccc(I)cc2C1(O)c1cccc2c1OCO2. As a reaction SMILES: [Br:1][c:2]1[cH:3][cH:4][cH:5][c:6]2[c:10]1[O:9][CH2:8][O:7]2.[I:11][c:12]1[cH:13][c:14]2[c:18]([cH:19][cH:20]1)[NH:17][C:16](=[O:21])[C:15]2=[O:22]>>[c:2]1([C:15]2([OH:22])[c:14]3[cH:13][c:12]([I:11])[cH:20][cH:19][c:18]3[NH:17][C:16]2=[O:21])[cH:3][cH:4][cH:5][c:6]2[c:10]1[O:9][CH2:8][O:7]2. Reactants: chloro, O (water), α,α'-azoisobutyronitrile, FC(C(COCC1=CC(=CC=C1)OC1=CC=CC=C1)(C1=CC=C(C=C1)OCC)Cl)(F)F (1,1,1-trifluoro-2-chloro-2-(4-ethoxyphenyl)-3-(3-phenoxybenzyloxy)propane), C(CCC)[SnH](CCCC)CCCC (tri-n-butyl tin hydride). Run in C1(=CC=CC=C1)C (toluene). Yields the product FC(C(COCC1=CC(=CC=C1)OC1=CC=CC=C1)C1=CC=C(C=C1)OCC)(F)F (1,1,1-trifluoro-2-(4-ethoxyphenyl)-3-(3-phenoxybenzyloxy)-propane). The yield is 90.2%. Reaction SMILES: [F:1][C:2]([F:31])([F:30])[C:3](Cl)([C:20]1[CH:25]=[CH:24][C:23]([O:26][CH2:27][CH3:28])=[CH:22][CH:21]=1)[CH2:4][O:5][CH2:6][C:7]1[CH:12]=[CH:11][CH:10]=[C:9]([O:13][C:14]2[CH:19]=[CH:18][CH:17]=[CH:16][CH:15]=2)[CH:8]=1.C([SnH](CCCC)CCCC)CCC.O>C1(C)C=CC=CC=1>[F:1][C:2]([F:30])([F:31])[CH:3]([C:20]1[CH:21]=[CH:22][C:23]([O:26][CH2:27][CH3:28])=[CH:24][CH:25]=1)[CH2:4][O:5][CH2:6][C:7]1[CH:12]=[CH:11][CH:10]=[C:9]([O:13][C:14]2[CH:19]=[CH:18][CH:17]=[CH:16][CH:15]=2)[CH:8]=1. Reported procedure: A few crystals of α,α'-azoisobutyronitrile (AIBN) were added to a solution of 1,1,1-trifluoro-2-chloro-2-(4-ethoxyphenyl)-3-(3-phenoxybenzyloxy)propane (0.36 g) in toluene (15 cm3), and the mixture was cooled in an ice bath whilst tri-n-butyl tin hydride (0.25 cm3) was added. The reaction mixture was heated at the reflux temperature for 1.5 hours under an atmosphere of nitrogen. Analysis by gas liquid chromatography at this time showed no trace of the starting chloro compound. The mixture was co... Reactants: N#Cc1cc(=O)c2cccc(CBr)c2o1, O=C([O-])[O-], CCOC(C)=O, CN(C)C=O, [K+], [K+], Oc1ccc(OCc2ccc3ccccc3n2)cc1. Yields the product N#Cc1cc(=O)c2cccc(COc3ccc(OCc4ccc5ccccc5n4)cc3)c2o1. As a reaction SMILES: [Br:20][CH2:21][c:22]1[cH:23][cH:24][cH:25][c:26]2[c:27](=[O:34])[cH:28][c:29]([C:32]#[N:33])[o:30][c:31]12.[C:35](=[O:36])([O-:37])[O-:38].[CH2:46]([O:47][C:48](=[O:49])[CH3:50])[CH3:51].[CH3:41][N:42]([CH3:43])[CH:44]=[O:45].[K+:39].[K+:40].[OH:1][c:2]1[cH:3][cH:4][c:5]([O:6][CH2:7][c:8]2[n:9][c:10]3[cH:11][cH:12][cH:13][cH:14][c:15]3[cH:16][cH:17]2)[cH:18][cH:19]1>>[O:1]([c:2]1[cH:3][cH:4][c:5]([O:6][CH2:7][c:8]2[n:9][c:10]3[cH:11][cH:12][cH:13][cH:14][c:15]3[cH:16][cH:17]2)[cH:18][cH:19]1)[CH2:21][c:22]1[cH:23][cH:24][cH:25][c:26]2[c:27](=[O:34])[cH:28][c:29]([C:32]#[N:33])[o:30][c:31]12. Reactants: C1(=CC(=CC(=C1)CNCCCNCCCNCC(C)C)CNCCCNCCCNCC(C)C)C1=CC=CC=C1 (N1,N1′-([1,1′-biphenyl]-3,5-diylbis(methylene))bis(N3-(3-(isobutylamino)propyl)propane-1,3-diamine)), Cl (HCl). Conditions: time 1 hour. The product is Cl.C1(=CC(=CC(=C1)CNCCCNCCCNCC(C)C)CNCCCNCCCNCC(C)C)C1=CC=CC=C1 (N1,N1′-([1,1′-Biphenyl]-3,5-diylbis(methylene))bis(N3-(3-(isobutylamino)propyl)propane-1,3-diamine), hydrochloride salt). The yield is 50.0%. As a reaction SMILES: [C:1]1([C:35]2[CH:40]=[CH:39][CH:38]=[CH:37][CH:36]=2)[CH:6]=[C:5]([CH2:7][NH:8][CH2:9][CH2:10][CH2:11][NH:12][CH2:13][CH2:14][CH2:15][NH:16][CH2:17][CH:18]([CH3:20])[CH3:19])[CH:4]=[C:3]([CH2:21][NH:22][CH2:23][CH2:24][CH2:25][NH:26][CH2:27][CH2:28][CH2:29][NH:30][CH2:31][CH:32]([CH3:34])[CH3:33])[CH:2]=1.[ClH:41]>>[ClH:41].[C:1]1([C:35]2[CH:40]=[CH:39][CH:38]=[CH:37][CH:36]=2)[CH:2]=[C:3]([CH2:21][NH:22][CH2:23][CH2:24][CH2:25][NH:26][CH2:27][CH2:28][CH2:29][NH:30][CH2:31][CH:32]([CH3:33])[CH3:34])[CH:4]=[C:5]([CH2:7][NH:8][CH2:9][CH2:10][CH2:11][NH:12][CH2:13][CH2:14][CH2:15][NH:16][CH2:17][CH:18]([CH3:19])[CH3:20])[CH:6]=1 |f:2.3|. Reported procedure: To the crude N1,N1′-([1,1′-biphenyl]-3,5-diylbis(methylene))bis(N3-(3-(isobutylamino)propyl)propane-1,3-diamine) was added methanolic HCl (200 mL, 1.0M). The reaction mixture was stirred at rt for 1 h. The reaction mixture was concentrated under reduced pressure, and the solid was collected by vacuum filtration and washed with Et2O (50 mL) and hot MeOH (50 mL) to afford the desired product as a white solid (3.07 g, 50%). 1H NMR (500 MHz, D2O) δ 7.87 (s, 2H), 7.75 (d, J=7.5, 2H), 7.59-7.48 (m, 4H... Reactants: 3, ClC1=CC=C(C=C1)C(C(=O)N)(CCCC)CN1N=CN=C1 (2-(4-chlorophenyl)-2-[(1,2,4-triazol-1-yl)methyl]hexanamide), CN(C=O)C (dimethyl formamide), [H-].[Na+] (sodium hydride), CN(C=O)C (dimethyl formamide). Reaction conditions: time 3 hour. Yields the product CN(C(C(CCCC)(CN1N=CN=C1)C1=CC=C(C=C1)Cl)=O)C (N,N-dimethyl 2-(4-chlorophenyl)-2-[(1,2,4-triazol-1-yl)methyl]-hexanamide). Isolated yield 45.1%. As a reaction SMILES: [H-].[Na+].[Cl:3][C:4]1[CH:9]=[CH:8][C:7]([C:10]([CH2:18][N:19]2[CH:23]=[N:22][CH:21]=[N:20]2)([CH2:14][CH2:15][CH2:16][CH3:17])C(N)=O)=[CH:6][CH:5]=1.[CH3:24][N:25]([CH3:28])[CH:26]=[O:27]>>[CH3:24][N:25]([CH3:28])[C:26](=[O:27])[C:10]([C:7]1[CH:8]=[CH:9][C:4]([Cl:3])=[CH:5][CH:6]=1)([CH2:18][N:19]1[CH:23]=[N:22][CH:21]=[N:20]1)[CH2:14][CH2:15][CH2:16][CH3:17] |f:0.1|. Procedure details: To a 100 mL 3 neck flask stirring under nitrogen was charged 1.5 g (0.9375 mole) 60% sodium hydride (prewashed with hexanes) in 50 mL of dimethyl formamide. To the slurry was charged 3.83 g (0.0125 mole) of 2-(4-chlorophenyl)-2-[(1,2,4-triazol-1-yl)methyl]hexanamide in 50 mL of dimethyl formamide. The mixture was stirred at room temperature for 3 hours then quenched by adding 20 mL of water and 75 mL of ether. The ether was washed with 50 mL water and the aqueous phase was extracted with 50 ml e...